From a dataset of the Open Reaction Database (ORD), a public repository of structured organic reaction records. describe an organic reaction: reactants, conditions, products, and yield The reactants are O=C(O)CCCCCCCCCCCCCCC(=O)O, C(=NC1CCCCC1)=NC1CCCCC1, C1CCOC1, C1CCOC1, O=C1c2ccccc2C(=O)N1O. Yields the product O=C(O)CCCCCCCCCCCCCCC(=O)ON1C(=O)c2ccccc2C1=O. As a reaction SMILES: [C:1]([CH2:2][CH2:3][CH2:4][CH2:5][CH2:6][CH2:7][CH2:8][CH2:9][CH2:10][CH2:11][CH2:12][CH2:13][CH2:14][CH2:15][C:16](=[O:17])[OH:18])(=[O:19])[OH:20].[CH:38]1([N:39]=[C:40]=[N:41][CH:42]2[CH2:43][CH2:44][CH2:45][CH2:46][CH2:47]2)[CH2:48][CH2:49][CH2:50][CH2:51][CH2:52]1.[O:21]1[CH2:22][CH2:23][CH2:24][CH2:25]1.[O:53]1[CH2:54][CH2:55][CH2:56][CH2:57]1.[OH:26][N:27]1[C:28](=[O:37])[c:29]2[c:30]([cH:33][cH:34][cH:35][cH:36]2)[C:31]1=[O:32]>>[C:1]([CH2:2][CH2:3][CH2:4][CH2:5][CH2:6][CH2:7][CH2:8][CH2:9][CH2:10][CH2:11][CH2:12][CH2:13][CH2:14][CH2:15][C:16](=[O:17])[OH:18])(=[O:19])[O:20][N:27]1[C:28](=[O:37])[c:29]2[c:30]([cH:33][cH:34][cH:35][cH:36]2)[C:31]1=[O:32].